Dataset: the Open Reaction Database (ORD), a public repository of structured organic reaction records. Task: describe an organic reaction: reactants, conditions, products, and yield Reactants: Cl (HCl), BrC1=C(C(=C(C=C1)N)C)Cl (4-bromo-3-chloro-2-methyl-phenylamine), N(=O)[O-].[Na+] (NaNO2). Run in CCO (EtOH). Run at temperature 70 celsius. Product: BrC1=C(C(=CC=C1)C)Cl (1-Bromo-2-chloro-3-methyl-benzene). As a reaction SMILES: Cl.[Br:2][C:3]1[CH:8]=[CH:7][C:6](N)=[C:5]([CH3:10])[C:4]=1[Cl:11].N([O-])=O.[Na+]>CCO>[Br:2][C:3]1[CH:8]=[CH:7][CH:6]=[C:5]([CH3:10])[C:4]=1[Cl:11] |f:2.3|. Reported procedure: Concentrated HCl was added to a solution of 4-bromo-3-chloro-2-methyl-phenylamine (4.98 g, 22.60 mmol) in EtOH. NaNO2 (3.00 g, 43.50 mmol) was added and the resulting mixture was heated to 70° C. for 2 hours. Ethanol was distilled off and the residue was purified by column chromatography using hexanes as the eluant to afford the title compound. Spectroscopic data: 1H NMR (300 MHz, CDCl3) δ 2.43 (s, 3H), 7.01 (t, J=7.91 Hz, 1H), 7.18 (d, J=7.62 Hz, 1H), 7.47 (d, J=7.91 Hz, 1H).